Dataset: the Open Reaction Database (ORD), a public repository of structured organic reaction records. Task: describe an organic reaction: reactants, conditions, products, and yield Reactants: CN(C(OC(C)(C)C)=O)[C@H](C(N[C@@H]1C(NC2=C(OC13CCOCC3)C=CC=C2)=O)=O)C (tert-butyl methyl((S)-1-oxo-1-((S)-4-oxo-2′,3′,4,5,5′,6′-hexahydro-3H-spiro[benzo[b][1,4]oxazepine-2,4′-pyran]-3-ylamino)propan-2-yl)carbamate), C(=O)([O-])[O-].[Cs+].[Cs+] (Cs2CO3), C1CC(=O)N(C1=O)Br (NBS). Run in CN(C)C=O (DMF), [NH4+].[Cl-] (NH4Cl), CN(C)C=O (DMF). Run at temperature 0 celsius. The product is BrC=1C=CC2=C(OC3(CCOCC3)[C@@H](C(N2)=O)NC([C@H](C)N(C(OC(C)(C)C)=O)C)=O)C1 (tert-butyl (S)-1-((S)-8-bromo-4-oxo-2′,3′,4,5,5′,6′-hexahydro-3H-spiro[benzo[b][1,4]oxazepine-2,4′-pyran]-3-ylamino)-1-oxopropan-2-yl(methyl)carbamate). Yield: 127.0%. Reaction SMILES: C([O-])([O-])=O.[Cs+].[Cs+].[CH3:7][N:8]([C@@H:16]([CH3:37])[C:17](=[O:36])[NH:18][C@H:19]1[C:25]2([CH2:30][CH2:29][O:28][CH2:27][CH2:26]2)[O:24][C:23]2[CH:31]=[CH:32][CH:33]=[CH:34][C:22]=2[NH:21][C:20]1=[O:35])[C:9](=[O:15])[O:10][C:11]([CH3:14])([CH3:13])[CH3:12].C1C(=O)N([Br:45])C(=O)C1>CN(C=O)C.[NH4+].[Cl-]>[Br:45][C:32]1[CH:33]=[CH:34][C:22]2[NH:21][C:20](=[O:35])[C@@H:19]([NH:18][C:17](=[O:36])[C@@H:16]([N:8]([CH3:7])[C:9](=[O:15])[O:10][C:11]([CH3:14])([CH3:12])[CH3:13])[CH3:37])[C:25]3([CH2:26][CH2:27][O:28][CH2:29][CH2:30]3)[O:24][C:23]=2[CH:31]=1 |f:0.1.2,6.7|. Procedure details: Cs2CO3 (331 mg, 1.01 mmol, Eq: 2.2) was added was added to a solution of tert-butyl methyl((S)-1-oxo-1-((S)-4-oxo-2′,3′,4,5,5′,6′-hexahydro-3H-spiro[benzo[b][1,4]oxazepine-2,4′-pyran]-3-ylamino)propan-2-yl)carbamate (200 mg, 461 μmol, Eq: 1.00) and DMF (10 mL) and the mixture was cooled to 0° C. and a solution of NBS (82.1 mg, 461 μmol, Eq: 1.00) in 2 mL DMF was added dropwise over 5 min. and the mixture warmed to RT. After 10 h the mixture was diluted with sat. NH4Cl and extracted with EtOAc. T... The reactants are FC1=C(C=CC=C1F)[N+](=O)[O-] (2,3-difluoronitrobenzene), CN(C)C=O (DMF), ice water, [NH4+].[Cl-] (NH4Cl), C(CC(=O)OCC)(=O)OC(C)(C)C (tert-butyl ethyl malonate), [H-].[Na+] (NaH), CN(C)C=O (DMF). Conditions: time 20 minute. The product is C(C)C(C(=O)O)C1=C(C(=C(C=C1)[N+](=O)[O-])F)F (ethyl 2,3-difluoro-4-nitrophenylacetic acid). Isolated yield 85.0%. As a reaction SMILES: [C:1]([O:9]C(C)(C)C)(=[O:8])[CH2:2][C:3](OCC)=O.[H-].[Na+].[F:16][C:17]1[C:22]([F:23])=[CH:21][CH:20]=[CH:19][C:18]=1[N+:24]([O-:26])=[O:25].[NH4+].[Cl-].[CH3:29]N(C=O)C>>[CH2:3]([CH:2]([C:21]1[CH:20]=[CH:19][C:18]([N+:24]([O-:26])=[O:25])=[C:17]([F:16])[C:22]=1[F:23])[C:1]([OH:9])=[O:8])[CH3:29] |f:1.2,4.5|. Reported procedure: To a stirred solution of tert-butyl ethyl malonate (5.35 ml, 28.2 mmol) in DMF (150 ml) was added NaH (60% in oil, 3.38 g, 84.7 mmol) at rt. After 20 min, 2,3-difluoronitrobenzene (5 g, 28.2 mmol) in DMF (50 mL) was added dropwise via dropping funnel. Following the addition, the mixture was stirred for 3 hours at rt. The mixture was poured into ice-water and sat. NH4Cl (100 mL). The mixture was extracted with EtOAc and the combined organic layer was washed with 1M HCl and brine, dried over MgSO4...